describe an organic reaction: reactants, conditions, products, and yield From a dataset of the Open Reaction Database (ORD), a public repository of structured organic reaction records. The reactants are COC1=C(C=C(C#N)C=C1C(F)(F)F)C(F)(F)F (4-methoxy-3,5-bis(trifluoromethyl)benzonitrile), O (water), NaH2PO2.H2O, ( M ). The reagents and catalysts are [Ni] (Ni). Solvent: C(C)(=O)O (acetic acid), N1=CC=CC=C1 (pyridine). Run at temperature 45 celsius, time 3 hour. The product is COC1=C(C=C(C=O)C=C1C(F)(F)F)C(F)(F)F (4-methoxy-3,5-bis(trifluoromethyl)benzaldehyde). As a reaction SMILES: [CH3:1][O:2][C:3]1[C:10]([C:11]([F:14])([F:13])[F:12])=[CH:9][C:6]([C:7]#N)=[CH:5][C:4]=1[C:15]([F:18])([F:17])[F:16].[OH2:19]>C(O)(=O)C.N1C=CC=CC=1.[Ni]>[CH3:1][O:2][C:3]1[C:10]([C:11]([F:14])([F:13])[F:12])=[CH:9][C:6]([CH:7]=[O:19])=[CH:5][C:4]=1[C:15]([F:18])([F:17])[F:16]. Procedure: Into a 100-mL round-bottom flask, was placed 4-methoxy-3,5-bis(trifluoromethyl)benzonitrile (868 mg, 3.23 mmol, 1.00 equiv), a solution of NaH2PO2.H2O in water (10.0 mL), acetic acid (10.0 mL), pyridine (20.0 mL), Raney-Ni (0.9 g). The resulting solution was stirred for 3 h at 45° C. in an oil bath. The reaction progress was monitored by GCMS. The solids were filtered out. 20.0 mL EtOAc and 20.0 mL H2O were added into the mixture. The organic phase was washed by H2O with 2*20 mL and dried over N... Reactants: C(C)(=O)C=1C=C(C(=O)OCC)C=CC1O (ethyl 3-acetyl-4-hydroxy-benzoate), Cl (hydrochloric acid), [N+](=O)([O-])C1=C(C=O)C=CC=C1 (2-nitro-benzaldehyde), N1CCCCC1 (piperidine). Run in C(C)O (ethanol), O (water). Product: C(=O)(OC)C=1C=C2C(CC(OC2=CC1)C1=C(C=CC=C1)[N+](=O)[O-])=O (6-carbomethoxy-2'-nitro-flavanone). RXN SMILES: [C:1]([C:4]1[CH:5]=[C:6]([CH:12]=[CH:13][C:14]=1[OH:15])[C:7]([O:9][CH2:10]C)=[O:8])(=[O:3])[CH3:2].[N+:16]([C:19]1[CH:26]=[CH:25][CH:24]=[CH:23][C:20]=1[CH:21]=O)([O-:18])=[O:17].N1CCCCC1.Cl>C(O)C.O>[C:7]([C:6]1[CH:5]=[C:4]2[C:14](=[CH:13][CH:12]=1)[O:15][CH:21]([C:20]1[CH:23]=[CH:24][CH:25]=[CH:26][C:19]=1[N+:16]([O-:18])=[O:17])[CH2:2][C:1]2=[O:3])([O:9][CH3:10])=[O:8]. Reported procedure: A mixture consisting of ethyl 3-acetyl-4-hydroxy-benzoate (6 g) and 2-nitro-benzaldehyde (5 g) dissolved in ethanol (100 ml) and piperidine (100 ml) was kept at reflux temperature for 24 hours. The mixture was then cooled, diluted in water (800 ml), acidified with hydrochloric acid, extracted with ethylacetate, washed with water and evaporated to dryness to obtain as raw product, 6-carbomethoxy-2'-nitro-flavanone. This product (6.8 g) was dissolved in chloroform (40 ml) and treated with a soluti...